From a dataset of the Open Reaction Database (ORD), a public repository of structured organic reaction records. describe an organic reaction: reactants, conditions, products, and yield Reactants: Cc1c(I)c(Br)c2oc(C(C)(C)C)nc2c1C#N, CN(C)C=O, Cl, [K+], [K+], [K+], O=P([O-])([O-])[O-], c1ccc(B2OCCCO2)cc1, c1ccc(P(c2ccccc2)(c2ccccc2)[Pd](P(c2ccccc2)(c2ccccc2)c2ccccc2)(P(c2ccccc2)(c2ccccc2)c2ccccc2)P(c2ccccc2)(c2ccccc2)c2ccccc2)cc1. The product is Cc1c(-c2ccccc2)c(Br)c2oc(C(C)(C)C)nc2c1C#N. Reaction SMILES: [Br:1][c:2]1[c:3]([I:18])[c:4]([CH3:17])[c:5]([C:15]#[N:16])[c:6]2[n:7][c:8]([C:11]([CH3:12])([CH3:13])[CH3:14])[o:9][c:10]12.[CH3:117][N:118]([CH3:119])[CH:120]=[O:121].[ClH:39].[K+:36].[K+:37].[K+:38].[P:31]([O-:32])([O-:33])([O-:34])=[O:35].[c:19]1([B:25]2[O:26][CH2:27][CH2:28][CH2:29][O:30]2)[cH:20][cH:21][cH:22][cH:23][cH:24]1.[cH:40]1[cH:41][cH:42][c:43]([P:44]([Pd:45]([P:46]([c:47]2[cH:48][cH:49][cH:50][cH:51][cH:52]2)([c:53]2[cH:54][cH:55][cH:56][cH:57][cH:58]2)[c:59]2[cH:60][cH:61][cH:62][cH:63][cH:64]2)([P:65]([c:66]2[cH:67][cH:68][cH:69][cH:70][cH:71]2)([c:72]2[cH:73][cH:74][cH:75][cH:76][cH:77]2)[c:78]2[cH:79][cH:80][cH:81][cH:82][cH:83]2)[P:84]([c:85]2[cH:86][cH:87][cH:88][cH:89][cH:90]2)([c:91]2[cH:92][cH:93][cH:94][cH:95][cH:96]2)[c:97]2[cH:98][cH:99][cH:100][cH:101][cH:102]2)([c:103]2[cH:104][cH:105][cH:106][cH:107][cH:108]2)[c:109]2[cH:110][cH:111][cH:112][cH:113][cH:114]2)[cH:115][cH:116]1>>[Br:1][c:2]1[c:3](-[c:19]2[cH:20][cH:21][cH:22][cH:23][cH:24]2)[c:4]([CH3:17])[c:5]([C:15]#[N:16])[c:6]2[n:7][c:8]([C:11]([CH3:12])([CH3:13])[CH3:14])[o:9][c:10]12.